Dataset: the Open Reaction Database (ORD), a public repository of structured organic reaction records. Task: describe an organic reaction: reactants, conditions, products, and yield Reactants: ClC1=CC=C(C=N1)CN1CCN(CC1)C(C)C (1-(6-Chloropyridin-3-ylmethyl)-4-isopropylpiperazine), CN(S(=O)(=O)C1=CC=C(C=C1)B(O)O)C (4-(N,N-dimethylaminosulfonyl)phenylboronic acid). The product is Cl.Cl.Cl.C(C)(C)N1CCN(CC1)CC=1C=CC(=NC1)C1=CC=C(C=C1)S(=O)(=O)N(C)C (4-[5-(4-Isopropylpiperazin-1-ylmethyl)pyridin-2-yl]-N,N-dimethylbenzenesulfonamide, trihydrochloride), trihydrochloride. RXN SMILES: [Cl:1][C:2]1[N:7]=[CH:6][C:5]([CH2:8][N:9]2[CH2:14][CH2:13][N:12]([CH:15]([CH3:17])[CH3:16])[CH2:11][CH2:10]2)=[CH:4][CH:3]=1.[CH3:18][N:19]([CH3:32])[S:20]([C:23]1[CH:28]=[CH:27][C:26](B(O)O)=[CH:25][CH:24]=1)(=[O:22])=[O:21]>>[ClH:1].[ClH:1].[ClH:1].[CH:15]([N:12]1[CH2:13][CH2:14][N:9]([CH2:8][C:5]2[CH:4]=[CH:3][C:2]([C:26]3[CH:25]=[CH:24][C:23]([S:20]([N:19]([CH3:32])[CH3:18])(=[O:21])=[O:22])=[CH:28][CH:27]=3)=[N:7][CH:6]=2)[CH2:10][CH2:11]1)([CH3:17])[CH3:16] |f:2.3.4.5|. Procedure: 1-(6-Chloropyridin-3-ylmethyl)-4-isopropylpiperazine (0.5 g, 1.97 mmol) and 4-(N,N-dimethylaminosulfonyl)phenylboronic acid (0.496 g, 2.2 mmol)) were mixed with catalyst and reacted in the same manner as in example 18. The title compound was isolated as white crystals of the trihydrochloride. Yield: 660 g (71%) The reactants are Mercuric oxide, II (iodine), OC1=C2C(=NC=C1C(=O)OCC)SC=C2 (ethyl 4-hydroxythieno[2,3-b]pyridine-5-carboxylate). Run in C(Cl)(Cl)Cl (CHCl3). Reaction conditions: time 18 hour. Yields the product OC1=C2C(=NC=C1C(=O)OCC)SC(=C2)I (ethyl 4-hydroxy-2-iodothieno[2,3-b]pyridine-5-carboxylate). Isolated yield 36.1%. As a reaction SMILES: [I:1]I.[OH:3][C:4]1[C:9]([C:10]([O:12][CH2:13][CH3:14])=[O:11])=[CH:8][N:7]=[C:6]2[S:15][CH:16]=[CH:17][C:5]=12>C(Cl)(Cl)Cl>[OH:3][C:4]1[C:9]([C:10]([O:12][CH2:13][CH3:14])=[O:11])=[CH:8][N:7]=[C:6]2[S:15][C:16]([I:1])=[CH:17][C:5]=12. Reported procedure: Mercuric oxide (7.10 g) and iodine (8.32 g) are added portion-wise to a solution of ethyl 4-hydroxythieno[2,3-b]pyridine-5-carboxylate (J. Heterocyclic Chem. 1977, 14, 807) (5.22 g) in CHCl3 (90 mL). The reaction is stirred at rt for 18 h. The reaction mixture is filtered, and the solid is washed with CHCl3 (400 mL). The organic layer is washed with H2O (200 mL), dried with MgSO4, filtered, and concentrated in vacuo. The resulting orange solid is purified by column chromatography (CH2Cl2:heptane... Reactants: COC(C1=C(C=CC(=C1)N)CC(=O)OC)=O (5-amino-2-methoxycarbonylmethyl-benzoic acid methyl ester), Cl (hydrochloric acid), N(=O)[O-].[Na+] (NaNO2). The reagents and catalysts are Cl[Cu] (CuCl). Product: COC(CC1=C(C=C(C=C1)Cl)C(=O)OC)=O (4-chloro-2-methoxycarbonyl-phenyl acetic acid methyl ester). Reaction SMILES: [CH3:1][O:2][C:3](=[O:16])[C:4]1[CH:9]=[C:8](N)[CH:7]=[CH:6][C:5]=1[CH2:11][C:12]([O:14][CH3:15])=[O:13].N([O-])=O.[Na+].[ClH:21]>Cl[Cu]>[CH3:15][O:14][C:12](=[O:13])[CH2:11][C:5]1[CH:6]=[CH:7][C:8]([Cl:21])=[CH:9][C:4]=1[C:3]([O:2][CH3:1])=[O:16] |f:1.2|. Reported procedure: 5-amino-2-methoxycarbonylmethyl-benzoic acid methyl ester (5 g, 22.4 mmol) was dissolved in hydrochloric acid (50 mL). To the solution was added dropwise aq.NaNO2 (1.7 g, 24.6 mmol) at below 5° C. After addition completed, the color became maroon. Then CuCl (2.4 g, 24.6 mmol) solution was added to the reaction mixture. The reaction mixture was reacted at below 5° C. for 1 hour. The reaction mixture was extracted with dichloromethane. The organic layer was washed with water, dried over anhydrous ... Reactants: O1C[C@H](CC1)OC1=NC(=NC=C1)N ((S)-4-((tetrahydrofuran-3-yl)oxy)pyrimidin-2-amine), O1C[C@H](CC1)OC1=NC(=NC=C1)N ((S)-4-((tetrahydrofuran-3-yl)oxy)pyrimidin-2-amine), C1CC(=O)N(C1=O)Cl (NCS). Run in C(Cl)Cl (DCM), C(C)#N (acetonitrile). Conditions: temperature 25 celsius, time 24 hour. Product: ClC=1C(=NC(=NC1)N)O[C@@H]1COCC1 ((S)-5-chloro-4-((tetrahydrofuran-3-yl)oxy)pyrimidin-2-amine). Reaction SMILES: [O:1]1[CH2:5][CH2:4][C@H:3]([O:6][C:7]2[CH:12]=[CH:11][N:10]=[C:9]([NH2:13])[N:8]=2)[CH2:2]1.C1C(=O)N([Cl:21])C(=O)C1>C(#N)C.C(Cl)Cl>[Cl:21][C:12]1[C:7]([O:6][C@H:3]2[CH2:4][CH2:5][O:1][CH2:2]2)=[N:8][C:9]([NH2:13])=[N:10][CH:11]=1. Reported procedure: A solution of (S)-4-((tetrahydrofuran-3-yl)oxy)pyrimidin-2-amine (intermediate 62, 100 mg, 0.552 mmol) in acetonitrile (4 ml) was treated with NCS (100 mg, 0.749 mmol) and stirred at 25° C. for 24 h. Then, the mixture was heated at 80° C. for 3 h. The resulting solution was cooled to room temperature, diluted with DCM and washed with NaOH (1 M in water) and brine. The org layer was dried over Na2SO4, filtered and concentrated. The crude was purified by normal phase chromatography (12 g gold sili... Starting materials: C=CCC1CC(CC#N)OC(C)(C)O1, ClCCl, O=[O+][O-]. Product: CC1(C)OC(CC#N)CC(CC=O)O1. RXN SMILES: [CH3:1][C:2]1([CH3:14])[O:3][CH:4]([CH2:11][CH:12]=[CH2:13])[CH2:5][CH:6]([CH2:8][C:9]#[N:10])[O:7]1.[Cl:18][CH2:19][Cl:20].[O-:15][O+:16]=[O:17]>>[CH3:1][C:2]1([CH3:14])[O:3][CH:4]([CH2:11][CH:12]=[O:15])[CH2:5][CH:6]([CH2:8][C:9]#[N:10])[O:7]1. The reactants are Cl.NO (hydroxylamine hydrochloride), BrCC(C(C)(C)C)=O (1-bromo-3,3-dimethyl-2-butanone), C(C)O (ethanol). Run in O (water). Conditions: time 16 hour. The product is BrCC(C(C)(C)C)=NO (1-Bromo-3,3-dimethyl-2-butanone oxime). The yield is 56.4%. RXN SMILES: Cl.[NH2:2][OH:3].[Br:4][CH2:5][C:6](=O)[C:7]([CH3:10])([CH3:9])[CH3:8].C(O)C>O>[Br:4][CH2:5][C:6](=[N:2][OH:3])[C:7]([CH3:10])([CH3:9])[CH3:8] |f:0.1|. Procedure details: A solution of 69.5 g (1.0 m) of hydroxylamine hydrochloride in 100 ml of water is chilled in an ice bath as 90 g (0.5 m) of 1-bromo-3,3-dimethyl-2-butanone is added. After addition of 100 ml of 95% ethanol, the mixture is stirred for 16 hours and allowed to warm to room temperature. The resulting white slurry is filtered, and the solid is washed with water and dried to give 55 g of the desired compound, m. 111°-112° C. Reactants: [BH4-], CC(C)=O, CC(C)O, Cl, [K+], [K+], [Na+], O, COc1nccc2c1C(O)N(C(C)C)C2=O, O=P([O-])([O-])O. Product: COc1nccc2c1COC2=O. Reaction SMILES: [BH4-:17].[CH3:19][C:20](=[O:21])[CH3:22].[CH:31]([OH:32])([CH3:33])[CH3:34].[ClH:23].[K+:29].[K+:30].[Na+:18].[OH2:35].[OH:1][CH:2]1[N:3]([CH:14]([CH3:15])[CH3:16])[C:4](=[O:13])[c:5]2[c:6]1[c:7]([O:11][CH3:12])[n:8][cH:9][cH:10]2.[P:24]([O-:25])([O-:26])([OH:27])=[O:28]>>[O:1]1[CH2:2][c:6]2[c:5]([cH:10][cH:9][n:8][c:7]2[O:11][CH3:12])[C:4]1=[O:13].